This data is from the Open Reaction Database (ORD), a public repository of structured organic reaction records. The task is: describe an organic reaction: reactants, conditions, products, and yield Starting materials: CCCc1c(OCC(O)CCl)ccc(C(C)=O)c1O, O=c1cc(OCc2ccccc2)c2ccc(O)cc2o1, [H-], [Na+], CN(C)C=O. Product: CCCc1c(OCC(O)COc2ccc3c(OCc4ccccc4)cc(=O)oc3c2)ccc(C(C)=O)c1O. RXN SMILES: [C:23]([CH3:24])(=[O:25])[c:26]1[c:27]([OH:41])[c:28]([CH2:38][CH2:39][CH3:40])[c:29]([O:30][CH2:31][CH:32]([CH2:33][Cl:34])[OH:35])[cH:36][cH:37]1.[CH2:1]([c:2]1[cH:3][cH:4][cH:5][cH:6][cH:7]1)[O:8][c:9]1[cH:10][c:11](=[O:20])[o:12][c:13]2[cH:14][c:15]([OH:19])[cH:16][cH:17][c:18]12.[H-:21].[Na+:22].[O:42]=[CH:43][N:44]([CH3:45])[CH3:46]>>[CH2:1]([c:2]1[cH:3][cH:4][cH:5][cH:6][cH:7]1)[O:8][c:9]1[cH:10][c:11](=[O:20])[o:12][c:13]2[cH:14][c:15]([O:19][CH2:33][CH:32]([CH2:31][O:30][c:29]3[c:28]([CH2:38][CH2:39][CH3:40])[c:27]([OH:41])[c:26]([C:23]([CH3:24])=[O:25])[cH:37][cH:36]3)[OH:35])[cH:16][cH:17][c:18]12. Starting materials: OCC=1C=C(C#N)C=CC1CNC1CCCC=2C=CC=NC12 (3-hydroxymethyl-4-[(5,6,7,8-tetrahydro-quinolin-8-ylamino)-methyl]-benzonitrile), C1(=CC=CC=C1)C1=CC(=NC=C1)C=O (4-phenyl-pyridine-2-carbaldehyde), [BH-](OC(=O)C)(OC(=O)C)OC(=O)C.[Na+] (NaBH(OAc)3). Solvent: C(Cl)Cl (CH2Cl2). Product: OCC=1C=C(C#N)C=CC1CN(C1CCCC=2C=CC=NC12)CC1=NC=CC(=C1)C1=CC=CC=C1 (3-hydroxymethyl-4-{[(4-phenyl-pyridin-2-ylmethyl)-(5,6,7,8-tetrahydro-quinolin-8-yl)-amino]-methyl}-benzonitrile). As a reaction SMILES: [OH:1][CH2:2][C:3]1[CH:4]=[C:5]([CH:8]=[CH:9][C:10]=1[CH2:11][NH:12][CH:13]1[C:22]2[N:21]=[CH:20][CH:19]=[CH:18][C:17]=2[CH2:16][CH2:15][CH2:14]1)[C:6]#[N:7].[C:23]1([C:29]2[CH:34]=[CH:33][N:32]=[C:31]([CH:35]=O)[CH:30]=2)[CH:28]=[CH:27][CH:26]=[CH:25][CH:24]=1.[BH-](OC(C)=O)(OC(C)=O)OC(C)=O.[Na+]>C(Cl)Cl>[OH:1][CH2:2][C:3]1[CH:4]=[C:5]([CH:8]=[CH:9][C:10]=1[CH2:11][N:12]([CH2:35][C:31]1[CH:30]=[C:29]([C:23]2[CH:24]=[CH:25][CH:26]=[CH:27][CH:28]=2)[CH:34]=[CH:33][N:32]=1)[CH:13]1[C:22]2[N:21]=[CH:20][CH:19]=[CH:18][C:17]=2[CH2:16][CH2:15][CH2:14]1)[C:6]#[N:7] |f:2.3|. Reported procedure: Using General Procedure B: Reaction of 3-hydroxymethyl-4-[(5,6,7,8-tetrahydro-quinolin-8-ylamino)-methyl]-benzonitrile in CH2Cl2 with 4-phenyl-pyridine-2-carbaldehyde and NaBH(OAc)3 gave 3-hydroxymethyl-4-{[(4-phenyl-pyridin-2-ylmethyl)-(5,6,7,8-tetrahydro-quinolin-8-yl)-amino]-methyl}-benzonitrile as a colorless oil. 1H NMR (CDCl3) δ 1.63 (m, 1H), 2.08 (m, 2H), 2.29 (m, 1H), 2.72 (m, 1H), 2.81 (m, 1H), 3.61 (d, 1H, J=12.0 Hz), 3.73 (d, 1H, J=12.0 Hz), 3.85 (m, 3H), 4.08-4.23 (m, 3H), 4.43 (d, 1... Reactants: COC=1C=C2CCN3C(C2=CC1OC)=CC(=NC3=O)Cl (9,10-dimethoxy-6,7-dihydro-2-chloro-4H-pyrimido(6,1-a)-isoquinolin-4-one), [OH-].[Na+] (sodium hydroxide). Solvent: C(CCC)O (n-butanol). The product is COC=1C=C2CCN3C(C2=CC1OC)=CC(=NC3=O)OCCCC (9,10-Dimethoxy-2-butoxy-6,7-dihydro-4H-pyrimido(6,1-a)isoquinolin-4-one). The yield is 85.0%. RXN SMILES: [CH3:1][O:2][C:3]1[CH:4]=[C:5]2[C:10](=[CH:11][C:12]=1[O:13][CH3:14])[C:9]1=[CH:15][C:16](Cl)=[N:17][C:18](=[O:19])[N:8]1[CH2:7][CH2:6]2.[OH-:21].[Na+]>C(O)CCC>[CH3:1][O:2][C:3]1[CH:4]=[C:5]2[C:10](=[CH:11][C:12]=1[O:13][CH3:14])[C:9]1=[CH:15][C:16]([O:21][CH2:4][CH2:3][CH2:12][CH3:11])=[N:17][C:18](=[O:19])[N:8]1[CH2:7][CH2:6]2 |f:1.2|. Reported procedure: 1.46 g of 9,10-dimethoxy-6,7-dihydro-2-chloro-4H-pyrimido(6,1-a)-isoquinolin-4-one are added to a mixture of 1.0 g of sodium hydroxide and 50.0 ml of n-butanol. The reduction mixture is refluxed for 6 hours. The solent is removed under reduced pressure. The residue is treated with water and extracted with chloroform. The extract is dried over anhydrous Na2SO4 and evaporated to give a white solid. After crystallization from a chloroform-ether mixture, 0.7 g of the title compound is obtained, m.p....